Dataset: the Open Reaction Database (ORD), a public repository of structured organic reaction records. Task: describe an organic reaction: reactants, conditions, products, and yield Reactants: ClC(C(=O)C1=CC=C2CN(C3=C(CN21)C=CC=C3)C(COC3=CC=C(C=C3)Cl)=O)(Cl)Cl (2,2,2-Trichloro-1-{10-[(4-chlorophenoxy)acetyl]-10,11-dihydro-5H-pyrrolo[2,1-c][1,4]benzodiazepin-3-yl}ethanone), C(C1=CC=2OCOC2C=C1)N (piperonylamine). Product: O1COC2=C1C=CC(=C2)CNC(=O)C2=CC=C1CN(C3=C(CN12)C=CC=C3)C(COC3=CC=C(C=C3)Cl)=O (N-(1,3-BENZODIOXOL-5-YLMETHYL)-10-[(4-CHLOROPHENOXY)ACETYL]-10,11-DIHYDRO-5H-PYRROLO[2,1-C][1,4]BENZODIAZEPINE-3-CARBOXAMIDE). Reaction SMILES: ClC(Cl)(Cl)[C:3]([C:5]1[N:14]2[C:8]([CH2:9][N:10]([C:19](=[O:29])[CH2:20][O:21][C:22]3[CH:27]=[CH:26][C:25]([Cl:28])=[CH:24][CH:23]=3)[C:11]3[CH:18]=[CH:17][CH:16]=[CH:15][C:12]=3[CH2:13]2)=[CH:7][CH:6]=1)=[O:4].[CH2:32]([NH2:42])[C:33]1[CH:41]=[CH:40][C:39]2[O:38][CH2:37][O:36][C:35]=2[CH:34]=1>>[O:38]1[C:39]2[CH:40]=[CH:41][C:33]([CH2:32][NH:42][C:3]([C:5]3[N:14]4[C:8]([CH2:9][N:10]([C:19](=[O:29])[CH2:20][O:21][C:22]5[CH:27]=[CH:26][C:25]([Cl:28])=[CH:24][CH:23]=5)[C:11]5[CH:18]=[CH:17][CH:16]=[CH:15][C:12]=5[CH2:13]4)=[CH:7][CH:6]=3)=[O:4])=[CH:34][C:35]=2[O:36][CH2:37]1. Procedure details: The title compound was synthesized from 2,2,2-trichloro-1-{10-[(4-chlorophenoxy) acetyl]-10,11-dihydro-5H-pyrrolo[2,1-c][1,4]benzodiazepin-3-yl}ethanone of Example 67 (0.3 mmol) and piperonylamine (2.2 eq.) in the manner of Example 68, m.p. 168-169° C. MS [(+)ESI, m/z]: 530 [M+H]+ Anal. Calcd for C29H24CIN3O5: C, 65.72; H, 4.56; N, 7.93. Found: C, 65.79; H, 4.59; N, 7.89. The reactants are FC=1C=CC(=C(C1)C(CC(C=NC1=C2C=CC(=NC2=CC=C1)C(F)(F)F)(O)C(F)(F)F)(C)C)OC (4-(5-fluoro-2-methoxyphenyl)-4-methyl-2-trifluoromethyl-1-(2-(trifluoromethyl)quinolin-5-ylimino)-pentan-2-ol), [BH4-].[Na+] (sodium borohydride). The solvent is CO (methanol). Yields the product FC=1C=CC(=C(C1)C(CC(CNC1=C2C=CC(=NC2=CC=C1)C(F)(F)F)(O)C(F)(F)F)(C)C)OC (4-(5-Fluoro-2-methoxyphenyl)-4-methyl-2-trifluoromethyl-1-(2-(trifluoromethyl)-quinolin-5-ylamino)pentan-2-ol). As a reaction SMILES: [F:1][C:2]1[CH:3]=[CH:4][C:5]([O:34][CH3:35])=[C:6]([C:8]([CH3:33])([CH3:32])[CH2:9][C:10]([C:28]([F:31])([F:30])[F:29])([OH:27])[CH:11]=[N:12][C:13]2[CH:22]=[CH:21][CH:20]=[C:19]3[C:14]=2[CH:15]=[CH:16][C:17]([C:23]([F:26])([F:25])[F:24])=[N:18]3)[CH:7]=1.[BH4-].[Na+]>CO>[F:1][C:2]1[CH:3]=[CH:4][C:5]([O:34][CH3:35])=[C:6]([C:8]([CH3:32])([CH3:33])[CH2:9][C:10]([C:28]([F:29])([F:30])[F:31])([OH:27])[CH2:11][NH:12][C:13]2[CH:22]=[CH:21][CH:20]=[C:19]3[C:14]=2[CH:15]=[CH:16][C:17]([C:23]([F:26])([F:24])[F:25])=[N:18]3)[CH:7]=1 |f:1.2|. Procedure: Analogously to Example 37, 500 mg (0.99 mmol) of 4-(5-fluoro-2-methoxyphenyl)-4-methyl-2-trifluoromethyl-1-(2-(trifluoromethyl)quinolin-5-ylimino)-pentan-2-ol is reacted with 154 mg (4.04 mmol) of sodium borohydride in 5.0 ml of methanol. After purification on silica gel with hexane-ethyl acetate (0-100%), 420 mg (84% of theory) of the product is obtained. The reactants are [H-].[Na+] (sodium hydride), C(CO)(=O)OC (methyl glycolate), CSC=1N=C(C2=C(N1)N(C(=C2)CC)CC2=CC(=CC=C2)C(F)(F)F)Cl (2-(methylthio)-4-chloro-6-ethyl-7-[[3-(trifluoromethyl)-phenyl]methyl]-7H-pyrrolo[2,3-d]pyrimidine), [H-].[Na+] (sodium hydride), C(CO)(=O)OC (methyl glycolate). Solvent: C1=CC=CC=C1 (benzene), C1=CC=CC=C1 (benzene). Reaction conditions: temperature 60 celsius, time 3 day. The product is COC(COC=1C2=C(N=C(N1)SC)N(C(=C2)CC)CC2=CC(=CC=C2)C(F)(F)F)=O ([[2-(methylthio)-6-ethyl-7-[[3-(trifluoromethyl)phenyl]methyl]-7H-pyrrolo[2,3-d]pyrimidin-4-yl]oxy]acetic acid methyl ester). Yield: 54.6%. As a reaction SMILES: [H-].[Na+].[C:3]([O:7][CH3:8])(=[O:6])[CH2:4][OH:5].[CH3:9][S:10][C:11]1[N:12]=[C:13](Cl)[C:14]2[CH:19]=[C:18]([CH2:20][CH3:21])[N:17]([CH2:22][C:23]3[CH:28]=[CH:27][CH:26]=[C:25]([C:29]([F:32])([F:31])[F:30])[CH:24]=3)[C:15]=2[N:16]=1>C1C=CC=CC=1>[CH3:8][O:7][C:3](=[O:6])[CH2:4][O:5][C:13]1[C:14]2[CH:19]=[C:18]([CH2:20][CH3:21])[N:17]([CH2:22][C:23]3[CH:28]=[CH:27][CH:26]=[C:25]([C:29]([F:31])([F:32])[F:30])[CH:24]=3)[C:15]=2[N:16]=[C:11]([S:10][CH3:9])[N:12]=1 |f:0.1|. Reported procedure: To a suspension of 72 mg (3.00 mmol) of sodium hydride in 2 mL of benzene was added 225 mg (2.49 mmol) of methyl glycolate and a solution of 300 mg (0.78 mmol) of 2-(methylthio)-4-chloro-6-ethyl-7-[[3-(trifluoromethyl)-phenyl]methyl]-7H-pyrrolo[2,3-d]pyrimidine in 2 ml of benzene. The mixture was then heated at 60° C. After 24 hours the reaction was cooled to ambient temperature and an additional 36 mg of sodium hydride and 110 mg of methyl glycolate were added. After 3 days, the reaction was pa...